Dataset: the Open Reaction Database (ORD), a public repository of structured organic reaction records. Task: describe an organic reaction: reactants, conditions, products, and yield The reactants are COC=1C(=C(CC=2C=CC(=C(C(=O)N3CCCCC3)C2)OCC=2C=NC=CC2)C(=C(C1OC)OC)OC)C (N-[5-(3,4,5,6-Tetramethoxy-2-methylbenzyl)-2-(3-pyridylmethyloxy)benzoyl]piperidine), O=[N+]([O-])[O-].[O-][N+]([O-])=O.[O-][N+]([O-])=O.[O-][N+]([O-])=O.[O-][N+]([O-])=O.[O-][N+]([O-])=O.[Ce+4].[NH4+].[NH4+] (CAN). Run in O (water), C(C)#N (acetonitrile), O (water). Product: COC=1C(C(=C(C(C1OC)=O)CC=1C=CC(=C(C(=O)N2CCCCC2)C1)OCC=1C=NC=CC1)C)=O (N-[5-(5,6-Dimethoxy-3-methyl-1,4-benzoquinon-2-yl)methyl-2-(3-pyridylmethyloxy)benzoyl]piperidine). The yield is 62.0%. Reaction SMILES: C[O:2][C:3]1[C:4]([CH3:38])=[C:5]([C:29]([O:36]C)=[C:30]([O:34][CH3:35])[C:31]=1[O:32][CH3:33])[CH2:6][C:7]1[CH:8]=[CH:9][C:10]([O:21][CH2:22][C:23]2[CH:24]=[N:25][CH:26]=[CH:27][CH:28]=2)=[C:11]([CH:20]=1)[C:12]([N:14]1[CH2:19][CH2:18][CH2:17][CH2:16][CH2:15]1)=[O:13].O=[N+]([O-])[O-].[O-][N+](=O)[O-].[O-][N+](=O)[O-].[O-][N+](=O)[O-].[O-][N+](=O)[O-].[O-][N+](=O)[O-].[Ce+4].[NH4+].[NH4+]>C(#N)C.O>[CH3:33][O:32][C:31]1[C:3](=[O:2])[C:4]([CH3:38])=[C:5]([CH2:6][C:7]2[CH:8]=[CH:9][C:10]([O:21][CH2:22][C:23]3[CH:24]=[N:25][CH:26]=[CH:27][CH:28]=3)=[C:11]([CH:20]=2)[C:12]([N:14]2[CH2:19][CH2:18][CH2:17][CH2:16][CH2:15]2)=[O:13])[C:29](=[O:36])[C:30]=1[O:34][CH3:35] |f:1.2.3.4.5.6.7.8.9|. Procedure: N-[5-(3,4,5,6-Tetramethoxy-2-methylbenzyl)-2-(3-pyridylmethyloxy)benzoyl]piperidine (0.380 g, 0.731 mmol) was dissolved in a mixed solution of acetonitrile (12 ml) and water (4 ml) and after adding thereto CAN (1.00 g, 1.83 mmol) at room temperature, the solution was stirred at room temperature for 1 hour. The reaction solution was diluted with water and then extracted with ether. The extract was washed with water and then dried, and the solvent was removed by distillation. The residue was purif...